This data is from the Open Reaction Database (ORD), a public repository of structured organic reaction records. The task is: describe an organic reaction: reactants, conditions, products, and yield Product: COc1cc2c(cc1OC)-c1c(cc(OC)c(OC)c1OC)CCCC2. The reactants are COc1ccc(CCCCc2cc(OC)c(OC)c(OC)c2)cc1OC, CCOC(C)=O, ClCCl, [O-][Cl+3]([O-])([O-])[O-], O=C(O)C(F)(F)F. RXN SMILES: [CH3:1][O:2][c:3]1[cH:4][c:5]([CH2:11][CH2:12][CH2:13][CH2:14][c:15]2[cH:16][c:17]([O:25][CH3:26])[c:18]([O:23][CH3:24])[c:19]([O:21][CH3:22])[cH:20]2)[cH:6][cH:7][c:8]1[O:9][CH3:10].[CH3:42][CH2:43][O:44][C:45](=[O:46])[CH3:47].[Cl:39][CH2:40][Cl:41].[O-:34][Cl+3:35]([O-:36])([O-:37])[O-:38].[OH:27][C:28]([C:29]([F:30])([F:31])[F:32])=[O:33]>>[CH3:1][O:2][c:3]1[cH:4][c:5]2[c:6]([cH:7][c:8]1[O:9][CH3:10])-[c:16]1[c:15]([cH:20][c:19]([O:21][CH3:22])[c:18]([O:23][CH3:24])[c:17]1[O:25][CH3:26])[CH2:14][CH2:13][CH2:12][CH2:11]2. Reactants: C(C1=CC=CC=C1)N(CC1=C(C=C(C=C1)OC)OC)C(C(=O)OCC)C(=O)OCC (diethyl N-benzyl-N-(2,4-dimethoxybenzyl)-amino-malonate). Reagents/catalysts: [Pd] (palladium-on-charcoal). Solvent: C(C)O (ethanol). The product is COC1=C(CNC(C(=O)OCC)C(=O)OCC)C=CC(=C1)OC (diethyl N-(2,4-dimethoxybenzyl)-amino-malonate). Isolated yield 97.0%. Reaction SMILES: C([N:8]([CH:20]([C:26]([O:28][CH2:29][CH3:30])=[O:27])[C:21]([O:23][CH2:24][CH3:25])=[O:22])[CH2:9][C:10]1[CH:15]=[CH:14][C:13]([O:16][CH3:17])=[CH:12][C:11]=1[O:18][CH3:19])C1C=CC=CC=1>[Pd].C(O)C>[CH3:19][O:18][C:11]1[CH:12]=[C:13]([O:16][CH3:17])[CH:14]=[CH:15][C:10]=1[CH2:9][NH:8][CH:20]([C:21]([O:23][CH2:24][CH3:25])=[O:22])[C:26]([O:28][CH2:29][CH3:30])=[O:27]. Procedure: 61.7 g. (0.149 moles) of diethyl N-benzyl-N-(2,4-dimethoxybenzyl)-amino-malonate prepared according to Example 7(b) are hydrogenated in the presence of 20 g. of palladium-on-charcoal, in 500 ml. of ethanol, under atmospheric pressure. The catalyst is filtered off and the filtrate is evaporated. 47.1 g. (97%) of diethyl N-(2,4-dimethoxybenzyl)-amino-malonate are obtained. If desired, the product is converted into the corresponding hydrochloride, which melts at 122° to 124° C. (EtOAc). Reactants: ClCCCBr, O=C([O-])O, COc1ccc(S)cc1, CN(C)C=O, [H-], [Na+], [Na+]. The product is COc1ccc(SCCCCl)cc1. Reaction SMILES: [Br:12][CH2:13][CH2:14][CH2:15][Cl:16].[C:17](=[O:18])([OH:19])[O-:20].[CH3:1][O:2][c:3]1[cH:4][cH:5][c:6]([SH:9])[cH:7][cH:8]1.[CH3:22][N:23]([CH3:24])[CH:25]=[O:26].[H-:10].[Na+:11].[Na+:21]>>[CH3:1][O:2][c:3]1[cH:4][cH:5][c:6]([S:9][CH2:13][CH2:14][CH2:15][Cl:16])[cH:7][cH:8]1. Reactants: BrB(Br)Br, COc1ccc2c(c1)CCN(CCCCNC(=O)c1ccc(-c3ccccc3)cc1)C2, ClCCl, N. The product is O=C(NCCCCN1CCc2cc(O)ccc2C1)c1ccc(-c2ccccc2)cc1. RXN SMILES: [B:32]([Br:33])([Br:34])[Br:35].[CH3:1][O:2][c:3]1[cH:4][c:5]2[c:10]([cH:11][cH:12]1)[CH2:9][N:8]([CH2:13][CH2:14][CH2:15][CH2:16][NH:17][C:18]([c:19]1[cH:20][cH:21][c:22](-[c:25]3[cH:26][cH:27][cH:28][cH:29][cH:30]3)[cH:23][cH:24]1)=[O:31])[CH2:7][CH2:6]2.[Cl:37][CH2:38][Cl:39].[NH3:36]>>[OH:2][c:3]1[cH:4][c:5]2[c:10]([cH:11][cH:12]1)[CH2:9][N:8]([CH2:13][CH2:14][CH2:15][CH2:16][NH:17][C:18]([c:19]1[cH:20][cH:21][c:22](-[c:25]3[cH:26][cH:27][cH:28][cH:29][cH:30]3)[cH:23][cH:24]1)=[O:31])[CH2:7][CH2:6]2.